This data is from the Open Reaction Database (ORD), a public repository of structured organic reaction records. The task is: describe an organic reaction: reactants, conditions, products, and yield Starting materials: CO, CCOC(C)=O, [N-]=[N+]=Nc1ccc2c(c1)S(=O)(=O)N=C(C1=C(O)C3C4CCC(C4)C3N(Cc3ccc(F)cc3)C1=O)N2. Yields the product Nc1ccc2c(c1)S(=O)(=O)N=C(C1=C(O)C3C4CCC(C4)C3N(Cc3ccc(F)cc3)C1=O)N2. RXN SMILES: [CH3:37][OH:38].[CH3:39][CH2:40][O:41][C:42](=[O:43])[CH3:44].[N:1](=[N+:2]=[N-:3])[c:4]1[cH:5][c:6]2[c:7]([cH:35][cH:36]1)[NH:8][C:9]([C:14]1=[C:23]([OH:24])[CH:22]3[CH:17]([N:16]([CH2:26][c:27]4[cH:28][cH:29][c:30]([F:33])[cH:31][cH:32]4)[C:15]1=[O:34])[CH:18]1[CH2:19][CH2:20][CH:21]3[CH2:25]1)=[N:10][S:11]2(=[O:12])=[O:13]>>[NH2:1][c:4]1[cH:5][c:6]2[c:7]([cH:35][cH:36]1)[NH:8][C:9]([C:14]1=[C:23]([OH:24])[CH:22]3[CH:17]([N:16]([CH2:26][c:27]4[cH:28][cH:29][c:30]([F:33])[cH:31][cH:32]4)[C:15]1=[O:34])[CH:18]1[CH2:19][CH2:20][CH:21]3[CH2:25]1)=[N:10][S:11]2(=[O:12])=[O:13].